This data is from the Open Reaction Database (ORD), a public repository of structured organic reaction records. The task is: describe an organic reaction: reactants, conditions, products, and yield The reactants are BrC1=CC=2N(C=C1)C(=CN2)C(=O)OCC (ethyl 7-bromoimidazo[1,2-a]pyridine-3-carboxylate), [OH-].[Na+] (sodium hydroxide), Cl (HCl). Run in CO (methanol). Conditions: time 8 hour. Yields the product BrC1=CC=2N(C=C1)C(=CN2)C(=O)O (7-bromo-imidazo[1,2-a]pyridine-3-carboxylic acid). Reaction SMILES: [Br:1][C:2]1[CH:7]=[CH:6][N:5]2[C:8]([C:11]([O:13]CC)=[O:12])=[CH:9][N:10]=[C:4]2[CH:3]=1.[OH-].[Na+].Cl>CO>[Br:1][C:2]1[CH:7]=[CH:6][N:5]2[C:8]([C:11]([OH:13])=[O:12])=[CH:9][N:10]=[C:4]2[CH:3]=1 |f:1.2|. Procedure details: To a solution of ethyl 7-bromoimidazo[1,2-a]pyridine-3-carboxylate (67 g, 250 mmol) in methanol (500 mL), sodium hydroxide (2N, 249 ml, 500 mmol) was added. The resulting solution was stirred overnight at room temperature. The pH of the solution was adjusted to pH=6 with HCl (2N). The solids were collected by filtration to afford 7-bromo-imidazo[1,2-a]pyridine-3-carboxylic acid as white solid. MS [M+H]+ 241/243. 1H-NMR: (DMSO-d6, 300 MHz): 13.3 (br, 1H), 9.19 (dd, J=7.5, 0.9 Hz, 1H), 8.25 (s, 1H...